This data is from the Open Reaction Database (ORD), a public repository of structured organic reaction records. The task is: describe an organic reaction: reactants, conditions, products, and yield Starting materials: OC=1C(=C2CCC(OC2=C(C1C)C)(CC(=O)O)C)C (6-hydroxy-2,5,7,8-tetramethylchroman-2-acetic acid), O.ON1N=NC2=C1C=CC=C2 (1-hydroxybenzotriazole hydrate), C1(CCCCC1)N=C=NC1CCCCC1 (dicyclohexyl carbodiimide), FC1=CC=C(C(C2=CC=C(C=C2)F)N2CCNCC2)C=C1 (4,4'-difluorobenzhydryl piperazine). Procedure: A solution of dicyclohexyl carbodiimide (Aldrich, 3.55 g, 17.23 mmol) in methylene chloride (50 mL) was added dropwise to a slurry comprised of 6-hydroxy-2,5,7,8-tetramethylchroman-2-acetic acid (4.14 g, 15.66 mmol), 4,4'-difluorobenzhydryl piperazine (Schweizerhall, 4.51 g, 15.66 mmol), and 1-hydroxybenzotriazole hydrate (Aldrich, 2.33 g, 17.23 mmol) in methylene chloride (150 mL) which was cooled by an ice/water bath. After the addition was complete, the reaction mixture was allowed to come to... The product is OC=1C(=C2CCC(OC2=C(C1C)C)C)C.C(C)(=O)C1NCCN(C1)C(C1=CC=C(C=C1)F)C1=CC=C(C=C1)F (6-hydroxy-2,5,7,8-tetramethylchroman 2-acetyl 4-(4,4'difluorobenzhydryl)piperazine). Yield: 87.3%. Solvent: C(Cl)Cl (methylene chloride), C(Cl)Cl (methylene chloride). RXN SMILES: C1(N=C=NC2CCCCC2)CCCCC1.[OH:16][C:17]1[C:18]([CH3:34])=[C:19]2[C:24](=[C:25]([CH3:28])[C:26]=1[CH3:27])[O:23][C:22](C)([CH2:29]C(O)=O)[CH2:21][CH2:20]2.[F:35][C:36]1[CH:55]=[CH:54][C:39]([CH:40]([N:48]2[CH2:53][CH2:52][NH:51][CH2:50][CH2:49]2)[C:41]2[CH:46]=[CH:45][C:44]([F:47])=[CH:43][CH:42]=2)=[CH:38][CH:37]=1.O.ON1C2C=CC=CC=2N=N1>C(Cl)Cl>[OH:16][C:17]1[C:18]([CH3:34])=[C:19]2[C:24](=[C:25]([CH3:28])[C:26]=1[CH3:27])[O:23][CH:22]([CH3:29])[CH2:21][CH2:20]2.[C:17]([CH:50]1[CH2:49][N:48]([CH:40]([C:41]2[CH:42]=[CH:43][C:44]([F:47])=[CH:45][CH:46]=2)[C:39]2[CH:54]=[CH:55][C:36]([F:35])=[CH:37][CH:38]=2)[CH2:53][CH2:52][NH:51]1)(=[O:16])[CH3:26] |f:3.4,6.7|. Conditions: time 12 hour. Starting materials: C1(CC1)CNC=1C(=NN2C1C=CC=C2C2=C(C=C(C=C2C)C)OC)SC (N-cyclopropylmethyl-N-[7-(2-methoxy-4,6-dimethylphenyl)-2-(methylsulfanyl)pyrazolo[1,5-a]pyridin-3-yl]amine), C(#N)[BH3-].[Na+] (sodium cyanoborohydride), C(C)OC1(CC1)O[Si](C)(C)C (((1-ethoxycyclopropyl)oxy)trimethylsilane), C(O)([O-])=O.[Na+] (sodium hydrogencarbonate). Solvent: CO (methanol), C(C)(=O)O (acetic acid). Yields the product C1(CC1)N(C=1C(=NN2C1C=CC=C2C2=C(C=C(C=C2C)C)OC)SC)CC2CC2 (N-Cyclopropyl-N-cyclopropylmethyl-N-[7-(2-methoxy-4,6-dimethylphenyl)-2-(methylsulfanyl)pyrazolo[1,5-a]pyridin-3-yl]amine). Reaction SMILES: [CH:1]1([CH2:4][NH:5][C:6]2[C:7]([S:25][CH3:26])=[N:8][N:9]3[C:14]([C:15]4[C:20]([CH3:21])=[CH:19][C:18]([CH3:22])=[CH:17][C:16]=4[O:23][CH3:24])=[CH:13][CH:12]=[CH:11][C:10]=23)[CH2:3][CH2:2]1.C([BH3-])#N.[Na+].C(=O)([O-])O.[Na+].C(O[C:39]1(O[Si](C)(C)C)[CH2:41][CH2:40]1)C>CO.C(O)(=O)C>[CH:39]1([N:5]([CH2:4][CH:1]2[CH2:2][CH2:3]2)[C:6]2[C:7]([S:25][CH3:26])=[N:8][N:9]3[C:14]([C:15]4[C:20]([CH3:21])=[CH:19][C:18]([CH3:22])=[CH:17][C:16]=4[O:23][CH3:24])=[CH:13][CH:12]=[CH:11][C:10]=23)[CH2:41][CH2:40]1 |f:1.2,3.4|. Procedure: After dissolving N-cyclopropylmethyl-N-[7-(2-methoxy-4,6-dimethylphenyl)-2-(methylsulfanyl)pyrazolo[1,5-a]pyridin-3-yl]amine (100 mg) in methanol (10 mL), ((1-ethoxycyclopropyl)oxy)trimethylsilane (60 μL), acetic acid (298 μL) and sodium cyanoborohydride (171 mg) were added and the mixture was heated to reflux for 6 hours. After cooling the reaction mixture to room temperature, saturated aqueous sodium hydrogencarbonate was added, extraction was performed with ethyl acetate, and the organic laye... Reactants: Cl (hydrochloric acid), CN(C1=CC=CC=C1)C (dimethylaniline), P(Cl)(Cl)(Cl)(Cl)Cl (phosphorus pentachloride), CN(C1=CC=CC=C1)C (dimethylaniline), C(C1=CC=C(C(=O)Cl)C=C1)(=O)Cl (terephthalic chloride), CO (methanol), CC1(CCC(C2=CC(=CC=C12)NC(=O)C)(C)C)C (1,2,3,4-tetrahydro-1,1,4,4-tetramethyl-6-acetaminonaphthalene). Solvent: C(Cl)Cl (CH2Cl2). Conditions: temperature -25 celsius, time 1.5 hour. Product: CC1(C=2C=CC(=CC2C(CC1)(C)C)NC(=O)C1=CC=C(C(=O)OC)C=C1)C (Methyl 4-[(5,6,7,8-tetrahydro-5,5,8,8-tetramethyl-2-naphthyl) carbamoyl]benzoate). The yield is 81.0%. Reaction SMILES: [CH3:1][C:2]1([CH3:18])[C:11]2[C:6](=[CH:7][C:8]([NH:12][C:13]([CH3:15])=[O:14])=[CH:9][CH:10]=2)[C:5]([CH3:17])([CH3:16])[CH2:4][CH2:3]1.CN(C)C1C=CC=CC=1.P(Cl)(Cl)(Cl)(Cl)Cl.C(Cl)(=O)C1[CH:43]=[CH:42][C:38]([C:39](Cl)=[O:40])=[CH:37][CH:36]=1.Cl.[CH3:47][OH:48]>C(Cl)Cl>[CH3:1][C:2]1([CH3:18])[CH2:3][CH2:4][C:5]([CH3:17])([CH3:16])[C:6]2[CH:7]=[C:8]([NH:12][C:13]([C:15]3[CH:36]=[CH:37][C:38]([C:39]([O:48][CH3:47])=[O:40])=[CH:42][CH:43]=3)=[O:14])[CH:9]=[CH:10][C:11]1=2. Procedure: First, 125 g (0.51 mole) of 1,2,3,4-tetrahydro-1,1,4,4-tetramethyl-6-acetaminonaphthalene was dissolved in 625 ml of CH2Cl2. To this solution, 206 ml of dimethylaniline and 116.6 g (0.51×1.1 mole) of phosphorus pentachloride were added in this order at -25° C. under a nitrogen atmosphere, and the mixture was stirred at the same temperature for 1.5 hours. To this reaction mixture was added dropwise 2.06 l of methanol, after which the cooling bath was removed and the stirring of the mixture was co... Reactants: N1(N=CN=C1)CNC1=NC(=CC(=N1)C)C (2-(1,2,4-triazol-1-ylmethylamino)-4,6-dimethylpyrimidine), ClC1=C(C=CC=C1)S(=O)(=O)N=C=O (2-chlorophenylsulfonylisocyanate). The solvent is C(C)#N (acetonitrile). Run at time 24 hour. Yields the product ClC1=C(C=CC=C1)S(=O)(=O)NC(=O)N(C1=NC(=CC(=N1)C)C)CN1N=CN=C1 (N-(2-chlorophenylsulfonyl)-N'-(1,2,4-triazol-1-ylmethyl)-N'-(4,6-dimethylpyrimidin-2-yl)urea). Isolated yield 62.4%. Reaction SMILES: [N:1]1([CH2:6][NH:7][C:8]2[N:13]=[C:12]([CH3:14])[CH:11]=[C:10]([CH3:15])[N:9]=2)[CH:5]=[N:4][CH:3]=[N:2]1.[Cl:16][C:17]1[CH:22]=[CH:21][CH:20]=[CH:19][C:18]=1[S:23]([N:26]=[C:27]=[O:28])(=[O:25])=[O:24]>C(#N)C>[Cl:16][C:17]1[CH:22]=[CH:21][CH:20]=[CH:19][C:18]=1[S:23]([NH:26][C:27]([N:7]([CH2:6][N:1]1[CH:5]=[N:4][CH:3]=[N:2]1)[C:8]1[N:9]=[C:10]([CH3:15])[CH:11]=[C:12]([CH3:14])[N:13]=1)=[O:28])(=[O:25])=[O:24]. Procedure: 4 g (0.019 mole) of 2-(1,2,4-triazol-1-ylmethylamino)-4,6-dimethylpyrimidine are suspended in 100 ml of absolute acetonitrile and then 4.3 g (0.019 mole) of 2-chlorophenylsulfonylisocyanate are stirred into the suspension. The batch is stirred for 24 hours at room temperature and the resultant solution is finally concentrated in a rotary evaporator. Crystals of the title compound precipitate and are recrystallised from ethyl acetate, affording 5 g (62% of theory) of the above urea, which melts a... Starting materials: IC1=CC=CC=2NC=NC21 (4-iodo-1H-benzimidazole), [H-].[Na+] (sodium hydride), O (Water), C[Si](CCOCCl)(C)C (2-(Trimethylsilyl)ethoxymethyl chloride). Run in CN(C)C=O (DMF). Conditions: time 50 minute. The product is IC1=CC=CC=2N(C=NC21)COCC[Si](C)(C)C (4-Iodo-1-{[2-(trimethylsilyl)ethoxy]methyl}-1H-benzimidazole). The yield is 78.2%. As a reaction SMILES: [I:1][C:2]1[C:10]2[N:9]=[CH:8][NH:7][C:6]=2[CH:5]=[CH:4][CH:3]=1.[H-].[Na+].[CH3:13][Si:14]([CH3:21])([CH3:20])[CH2:15][CH2:16][O:17][CH2:18]Cl.O>CN(C=O)C>[I:1][C:2]1[C:10]2[N:9]=[CH:8][N:7]([CH2:18][O:17][CH2:16][CH2:15][Si:14]([CH3:21])([CH3:20])[CH3:13])[C:6]=2[CH:5]=[CH:4][CH:3]=1 |f:1.2|. Reported procedure: To a stirring solution of 4-iodo-1H-benzimidazole (1.00 g, 4.1 mmol) in DMF (12 mL) was added sodium hydride (180 mg of a 60% dispersion in mineral oil; 4.5 mmol), and the resulting mixture was stirred at room temperature under nitrogen for 50 minutes. 2-(Trimethylsilyl)ethoxymethyl chloride (870 μL, 4.92 mmol) was added dropwise over 5 minutes at room temperature, then the mixture was stirred overnight. Water (50 mL) was added, and the mixture was washed with ethyl acetate (3×25 mL). The combin... Reactants: ClC=1C=C2C(=NC1)N(C=C2C2=NC=C(C(=N2)S(=O)C)F)S(=O)(=O)C2=CC=C(C)C=C2 (5-chloro-3-(5-fluoro-4-(methylsulfinyl)pyrimidin-2-yl)-1-tosyl-1H-pyrrolo[2,3-b]pyridine), 15a, NC[C@H]1[C@@H](CCCC1)NC(OC(C)(C)C)=O (tert-butyl trans-2-(aminomethyl)cyclohexylcarbamate). The solvent is C1CCOC1 (THF). Reaction conditions: time 1.3 hour. Yields the product desired intermediate, ClC=1C=C2C(=NC1)N(C=C2C2=NC=C(C(=N2)NC[C@H]2[C@@H](CCCC2)NC(OC(C)(C)C)=O)F)S(=O)(=O)C2=CC=C(C)C=C2 (tert-butyl trans-2-((2-(5-chloro-1-tosyl-1H-pyrrolo[2,3-b]pyridin-3-yl)-5-fluoro-pyrimidin-4-yl-amino)methyl)cyclohexylcarbamate). RXN SMILES: [Cl:1][C:2]1[CH:3]=[C:4]2[C:10]([C:11]3[N:16]=[C:15](S(C)=O)[C:14]([F:20])=[CH:13][N:12]=3)=[CH:9][N:8]([S:21]([C:24]3[CH:30]=[CH:29][C:27]([CH3:28])=[CH:26][CH:25]=3)(=[O:23])=[O:22])[C:5]2=[N:6][CH:7]=1.[NH2:31][CH2:32][C@@H:33]1[CH2:38][CH2:37][CH2:36][CH2:35][C@H:34]1[NH:39][C:40](=[O:46])[O:41][C:42]([CH3:45])([CH3:44])[CH3:43]>C1COCC1>[Cl:1][C:2]1[CH:3]=[C:4]2[C:10]([C:11]3[N:16]=[C:15]([NH:31][CH2:32][C@@H:33]4[CH2:38][CH2:37][CH2:36][CH2:35][C@H:34]4[NH:39][C:40](=[O:46])[O:41][C:42]([CH3:44])([CH3:43])[CH3:45])[C:14]([F:20])=[CH:13][N:12]=3)=[CH:9][N:8]([S:21]([C:24]3[CH:30]=[CH:29][C:27]([CH3:28])=[CH:26][CH:25]=3)(=[O:23])=[O:22])[C:5]2=[N:6][CH:7]=1. Procedure: A mixture of 5-chloro-3-(5-fluoro-4-(methylsulfinyl)pyrimidin-2-yl)-1-tosyl-1H-pyrrolo[2,3-b]pyridine, 15a, (0.42 g, 0.90 mmol) and tert-butyl trans-2-(aminomethyl)cyclohexylcarbamate (0.24 g, 1.06 mmol) were heated in THF (10 mL) to 70° C. After 1.3 hours, the mixture was concentrated in vacuo. Flash chromatography (SiO2, 0-60% EA/Hex, gradient elution) provided the desired intermediate, tert-butyl trans-2-((2-(5-chloro-1-tosyl-1H-pyrrolo[2,3-b]pyridin-3-yl)-5-fluoropyrimidin-4-ylamino)methyl)c... Starting materials: CC1=C(C=CC(=C1)N(CC)CC)C(=O)C1=C(C(=O)O)C=CC=C1 (2-(2-methyl-4-diethylaminophenyl)carbonylbenzoic acid), C(C)OCCN1C(=CC2=CC=CC=C12)C (1-(2-ethoxyethyl) 2-methylindole), C(C)(=O)OC(C)=O (acetic anhydride), [OH-].[NH4+] (ammonium hydroxide). The solvent is CCCCCC (hexane), C1(=CC=CC=C1)C (toluene). Yields the product C(C)OCCN1C(=C(C2=CC=CC=C12)C1(OC(=O)C2=CC=CC=C12)C1=C(C=C(C=C1)N(CC)CC)CC)C (3-[1-(2-ethoxyethyl)-2-methylindol-3-yl]-3-(2-ethyl-4-diethylaminophenyl)phthalide). As a reaction SMILES: [CH3:1][C:2]1[CH:7]=[C:6]([N:8]([CH2:11][CH3:12])[CH2:9][CH3:10])[CH:5]=[CH:4][C:3]=1[C:13]([C:15]1[CH:23]=[CH:22][CH:21]=[CH:20][C:16]=1[C:17](O)=[O:18])=[O:14].[CH2:24]([O:26][CH2:27][CH2:28][N:29]1[C:37]2[C:32](=[CH:33][CH:34]=[CH:35][CH:36]=2)[CH:31]=[C:30]1[CH3:38])[CH3:25].[C:39](OC(=O)C)(=O)C.[OH-].[NH4+]>CCCCCC.C1(C)C=CC=CC=1>[CH2:24]([O:26][CH2:27][CH2:28][N:29]1[C:37]2[C:32](=[CH:33][CH:34]=[CH:35][CH:36]=2)[C:31]([C:13]2([C:3]3[CH:4]=[CH:5][C:6]([N:8]([CH2:11][CH3:12])[CH2:9][CH3:10])=[CH:7][C:2]=3[CH2:1][CH3:39])[C:15]3[C:16](=[CH:20][CH:21]=[CH:22][CH:23]=3)[C:17](=[O:18])[O:14]2)=[C:30]1[CH3:38])[CH3:25] |f:3.4|. Reported procedure: A mixture of 14.5 g of 2-(2-methyl-4-diethylaminophenyl)carbonylbenzoic acid (68.5 percent active). 9.0 g of 1-(2-ethoxyethyl) 2-methylindole and 60.0 ml acetic anhydride was maintained at approximately 70° C. for approximately three hours. After cooling to ambient temperature, the reaction solution was poured slowly into a mixture of toluene and 5 percent aqueous ammonium hydroxide. The toluene layer was separated and evaporated to dryness to obtain a gummy residue. The residue was triturated w...